This data is from the Open Reaction Database (ORD), a public repository of structured organic reaction records. The task is: describe an organic reaction: reactants, conditions, products, and yield The reactants are N[C@@H](CN1N=C(C=C1)C1=CC(=C(C#N)C=C1)Cl)C ((R)-4-(1-(2-aminopropyl)-1H-pyrazol-3-yl)-2-chlorobenzonitrile), C(C)(C)(C)OC(=O)NCC=1NC(=CN1)C(=O)O (2-(tert-Butoxycarbonylaminomethyl)-1H-imidazole-5-carboxylic acid). The product is ClC=1C=C(C=CC1C#N)C1=NN(C=C1)C[C@@H](C)NC(=O)C1=CN=C(N1)CNC(OC(C)(C)C)=O ((R)-tert-butyl (5-(1-(3-(3-chloro-4-cyanophenyl)-1H-pyrazol-1-yl)propan-2-ylcarbamoyl)-1H-imidazol-2-yl)methylcarbamate). As a reaction SMILES: [NH2:1][C@H:2]([CH3:18])[CH2:3][N:4]1[CH:8]=[CH:7][C:6]([C:9]2[CH:16]=[CH:15][C:12]([C:13]#[N:14])=[C:11]([Cl:17])[CH:10]=2)=[N:5]1.[C:19]([O:23][C:24]([NH:26][CH2:27][C:28]1[NH:29][C:30]([C:33](O)=[O:34])=[CH:31][N:32]=1)=[O:25])([CH3:22])([CH3:21])[CH3:20]>>[Cl:17][C:11]1[CH:10]=[C:9]([C:6]2[CH:7]=[CH:8][N:4]([CH2:3][C@H:2]([NH:1][C:33]([C:30]3[NH:29][C:28]([CH2:27][NH:26][C:24](=[O:25])[O:23][C:19]([CH3:21])([CH3:20])[CH3:22])=[N:32][CH:31]=3)=[O:34])[CH3:18])[N:5]=2)[CH:16]=[CH:15][C:12]=1[C:13]#[N:14]. Reported procedure: (R)-4-(1-(2-aminopropyl)-1H-pyrazol-3-yl)-2-chlorobenzonitrile (108 mg, 0.42 mmol) was coupled with 2-(tert-Butoxycarbonylaminomethyl)-1H-imidazole-5-carboxylic acid (100 mg, 0.42 mmol) using the method of Example 34(d). After extraction a quantitative yield of the title compound was obtained. Starting materials: O (water), COC(=O)C=1C=CC2=C(C(CO2)=O)C1 (5-Methoxycarbonylbenzofuran-3-(2H)one), Cl (hydrochloric acid), C(=O)(O)C=1C=C(C=O)C=CC1 (3-Carboxybenzaldehyde). The solvent is O1CCOCC1 (dioxan). The product is COC(=O)C=1C=CC2=C(C(C(O2)\C=C/2\CC(C(=O)O)=CC=C2)=O)C1 (Z-3-[(2,3-Dihydro-5-methoxycarbonyl-3-oxo-2-benzofuranyl)methylene]benzoic acid). As a reaction SMILES: [CH3:1][O:2][C:3]([C:5]1[CH:6]=[CH:7][C:8]2[O:12][CH2:11][C:10](=[O:13])[C:9]=2[CH:14]=1)=[O:4].[C:15]([C:18]1[CH:19]=[C:20]([CH:23]=[CH:24][CH:25]=1)[CH:21]=O)([OH:17])=[O:16].Cl.O>O1CCOCC1>[CH3:1][O:2][C:3]([C:5]1[CH:6]=[CH:7][C:8]2[O:12][CH:11](/[CH:21]=[C:20]3/[CH2:19][C:18](=[CH:25][CH:24]=[CH:23]/3)[C:15]([OH:17])=[O:16])[C:10](=[O:13])[C:9]=2[CH:14]=1)=[O:4]. Procedure: 5-Methoxycarbonylbenzofuran-3-(2H)one (4.9 g) was dissolved in warm dioxan (50 ml). 3-Carboxybenzaldehyde (4.5 g) was then added followed by concentrated hydrochloric acid (10 ml). The mixture was heated on a steam bath for 15 minutes with formation of yellow crystals. After cooling and addition of an equal volume of water, the crystalline product was filtered off and recrystallised from dimethylformamide to give the title compound, m.p. 280° C. Starting materials: COC(=O)C(C)Oc1ccc(Oc2ncc(Cl)cc2[N+](=O)[O-])cc1, [H][H], C1COCCO1. Yields the product COC(=O)C(C)Oc1ccc(Oc2ncc(Cl)cc2N)cc1. Reaction SMILES: [Cl:1][c:2]1[cH:3][c:4]([N+:22]([O-:23])=[O:24])[c:5]([O:8][c:9]2[cH:10][cH:11][c:12]([O:13][CH:14]([C:15](=[O:16])[O:17][CH3:18])[CH3:19])[cH:20][cH:21]2)[n:6][cH:7]1.[H:25][H:26].[O:27]1[CH2:28][CH2:29][O:30][CH2:31][CH2:32]1>>[Cl:1][c:2]1[cH:3][c:4]([NH2:22])[c:5]([O:8][c:9]2[cH:10][cH:11][c:12]([O:13][CH:14]([C:15](=[O:16])[O:17][CH3:18])[CH3:19])[cH:20][cH:21]2)[n:6][cH:7]1. As a reaction SMILES: [Br:1][c:2]1[c:3]([CH2:4][N:5]2[C:6](=[O:10])[O:7][CH2:8][CH2:9]2)[cH:11][c:12]([C:15]([F:16])([F:17])[F:18])[cH:13][cH:14]1.[C:41](=[O:42])([O-:43])[O-:44].[CH3:19][O:20][C:21]([CH2:22][c:23]1[cH:24][c:25]([B:31]2[O:32][C:33]([CH3:34])([CH3:35])[C:36]([CH3:37])([CH3:38])[O:39]2)[c:26]([O:29][CH3:30])[cH:27][cH:28]1)=[O:40].[CH3:47][O:48][CH2:49][CH2:50][O:51][CH3:52].[Cl:53][CH2:54][Cl:55].[K+:45].[K+:46].[OH2:56].[cH:57]1[cH:58][cH:59][c:60]([P:61]([Pd:62]([P:63]([c:64]2[cH:65][cH:66][cH:67][cH:68][cH:69]2)([c:70]2[cH:71][cH:72][cH:73][cH:74][cH:75]2)[c:76]2[cH:77][cH:78][cH:79][cH:80][cH:81]2)([P:82]([c:83]2[cH:84][cH:85][cH:86][cH:87][cH:88]2)([c:89]2[cH:90][cH:91][cH:92][cH:93][cH:94]2)[c:95]2[cH:96][cH:97][cH:98][cH:99][cH:100]2)[P:101]([c:102]2[cH:103][cH:104][cH:105][cH:106][cH:107]2)([c:108]2[cH:109][cH:110][cH:111][cH:112][cH:113]2)[c:114]2[cH:115][cH:116][cH:117][cH:118][cH:119]2)([c:120]2[cH:121][cH:122][cH:123][cH:124][cH:125]2)[c:126]2[cH:127][cH:128][cH:129][cH:130][cH:131]2)[cH:132][cH:133]1>>[c:2]1(-[c:25]2[cH:24][c:23]([CH2:22][C:21]([O:20][CH3:19])=[O:40])[cH:28][cH:27][c:26]2[O:29][CH3:30])[c:3]([CH2:4][N:5]2[C:6](=[O:10])[O:7][CH2:8][CH2:9]2)[cH:11][c:12]([C:15]([F:16])([F:17])[F:18])[cH:13][cH:14]1. Reactants: O=C1OCCN1Cc1cc(C(F)(F)F)ccc1Br, O=C([O-])[O-], COC(=O)Cc1ccc(OC)c(B2OC(C)(C)C(C)(C)O2)c1, COCCOC, ClCCl, [K+], [K+], O, c1ccc(P(c2ccccc2)(c2ccccc2)[Pd](P(c2ccccc2)(c2ccccc2)c2ccccc2)(P(c2ccccc2)(c2ccccc2)c2ccccc2)P(c2ccccc2)(c2ccccc2)c2ccccc2)cc1. Yields the product COC(=O)Cc1ccc(OC)c(-c2ccc(C(F)(F)F)cc2CN2CCOC2=O)c1. Starting materials: [OH-].[Na+] (sodium hydroxide), FC1=CC(=C(C=C1)O)OCC1=CC=CC=C1 (4-fluoro-2-(phenylmethoxy)phenol), BrCCCCl (1-bromo-3-chloropropane). The reagents and catalysts are S(=O)(=O)(O)[O-].C(CCC)[N+](CCCC)(CCCC)CCCC (tetrabutylammonium hydrogen sulfate). Run in O (water). Run at temperature 70 celsius, time 2 hour. Yields the product ClCCCOC1=C(C=C(C=C1)F)OCC1=CC=CC=C1 (1-(3-chloropropoxy)-4-fluoro-2-(phenylmethoxy)benzene), intermediate 78. Yield: 100.0%. As a reaction SMILES: [F:1][C:2]1[CH:7]=[CH:6][C:5]([OH:8])=[C:4]([O:9][CH2:10][C:11]2[CH:16]=[CH:15][CH:14]=[CH:13][CH:12]=2)[CH:3]=1.Br[CH2:18][CH2:19][CH2:20][Cl:21].[OH-].[Na+]>S([O-])(O)(=O)=O.C([N+](CCCC)(CCCC)CCCC)CCC.O>[Cl:21][CH2:20][CH2:19][CH2:18][O:8][C:5]1[CH:6]=[CH:7][C:2]([F:1])=[CH:3][C:4]=1[O:9][CH2:10][C:11]1[CH:12]=[CH:13][CH:14]=[CH:15][CH:16]=1 |f:2.3,4.5|. Reported procedure: To a stirred mixture of 2.5 parts of 4-fluoro-2-(phenylmethoxy)phenol, 2.3 parts of 1-bromo-3-chloropropane, 10 parts of water and 0.39 parts of tetrabutylammonium hydrogen sulfate was added dropwise a solution of 0.7 parts of sodium hydroxide in 5 parts of D at 60° C. (exothermic reaction: temperature rose to 70°). The whole was stirred for 2 hours at 70° C. After cooling, the product was extracted twice with methylbenzene. The combined extracts were dried, filtered and evaporated, yielding 3.4... Starting materials: CS(N)(=O)=O, CCCCOC(C)=O, O=C(O)c1cccc(Oc2cc(C(F)(F)F)ccc2Cl)c1, O=S(Cl)Cl, c1ccncc1. Product: CS(=O)(=O)NC(=O)c1cccc(Oc2cc(C(F)(F)F)ccc2Cl)c1. As a reaction SMILES: [CH3:26][S:27](=[O:28])(=[O:29])[NH2:30].[CH3:37][CH2:38][CH2:39][CH2:40][O:41][C:42](=[O:43])[CH3:44].[Cl:1][c:2]1[c:3]([O:4][c:5]2[cH:6][c:7]([C:8](=[O:9])[OH:10])[cH:11][cH:12][cH:13]2)[cH:14][c:15]([C:18]([F:19])([F:20])[F:21])[cH:16][cH:17]1.[S:22]([Cl:23])([Cl:24])=[O:25].[cH:31]1[cH:32][cH:33][n:34][cH:35][cH:36]1>>[Cl:1][c:2]1[c:3]([O:4][c:5]2[cH:6][c:7]([C:8](=[O:9])[NH:30][S:27]([CH3:26])(=[O:28])=[O:29])[cH:11][cH:12][cH:13]2)[cH:14][c:15]([C:18]([F:19])([F:20])[F:21])[cH:16][cH:17]1.